From a dataset of the Open Reaction Database (ORD), a public repository of structured organic reaction records. describe an organic reaction: reactants, conditions, products, and yield The reactants are C(CC)N=C=O (propyl isocyanate), C[O-].[Na+] (sodium methylate), C(=O)O (formic acid), C(C=1C(N)=CC=CC1)(=O)OCC (ethyl anthranilate), solution. Run in C(C)O (ethanol), C=1(C(=CC=CC1)C)C (xylene), CO (methanol), C=1(C(=CC=CC1)C)C (xylene). Run at temperature 110 celsius, time 2 hour. The product is C(CC)N1C(NC2=CC=CC=C2C1=O)=O (3-(propyl)-2,4(1H,3H)-quinazolinedione). Isolated yield 82.4%. Reaction SMILES: [CH2:1]([N:4]=[C:5]=[O:6])[CH2:2][CH3:3].[C:7](OCC)(=[O:15])[C:8]1[C:9](=[CH:11][CH:12]=[CH:13][CH:14]=1)[NH2:10].C[O-].[Na+].C(O)=O>C1(C)C(C)=CC=CC=1.C(O)C.CO>[CH2:1]([N:4]1[C:7](=[O:15])[C:8]2[C:9](=[CH:11][CH:12]=[CH:13][CH:14]=2)[NH:10][C:5]1=[O:6])[CH2:2][CH3:3] |f:2.3|. Procedure details: A solution of propyl isocyanate (34.0 g, 0.40 mol) in xylene (100 ml) is metered, at room temperature, into a solution of ethyl anthranilate (66.1 g, 0.40 mol) in xylene (200 ml). After the addition has ended, the batch is stirred at 110° C. for 2 hours. 7.20 ml of a 30% solution of methanolic sodium methylate (0.040 ml) are metered in and the mixture is stirred at 90° C. for a further 2 hours, during which process methanol and ethanol are distilled off. 3.6 ml of 85% formic acid (0.080 mol) are... Starting materials: [BH4-], C1CCOC1, CC(=O)Cc1c(Cc2cccc([N+](=O)[O-])c2)c(=O)oc2cc(OC(=O)N(C)C)c(Cl)cc12, [Na+], O. The product is CC(O)Cc1c(Cc2cccc([N+](=O)[O-])c2)c(=O)oc2cc(OC(=O)N(C)C)c(Cl)cc12. As a reaction SMILES: [BH4-:1].[CH2:36]1[O:37][CH2:38][CH2:39][CH2:40]1.[Cl:3][c:4]1[c:5]([O:29][C:30]([N:31]([CH3:32])[CH3:33])=[O:34])[cH:6][c:7]2[c:8]([c:9]([CH2:24][C:25]([CH3:26])=[O:27])[c:10]([CH2:14][c:15]3[cH:16][c:17]([N+:21](=[O:22])[O-:23])[cH:18][cH:19][cH:20]3)[c:11](=[O:13])[o:12]2)[cH:28]1.[Na+:2].[OH2:35]>>[Cl:3][c:4]1[c:5]([O:29][C:30]([N:31]([CH3:32])[CH3:33])=[O:34])[cH:6][c:7]2[c:8]([c:9]([CH2:24][CH:25]([CH3:26])[OH:27])[c:10]([CH2:14][c:15]3[cH:16][c:17]([N+:21](=[O:22])[O-:23])[cH:18][cH:19][cH:20]3)[c:11](=[O:13])[o:12]2)[cH:28]1. Reactants: CNCC=1SC=C(N1)CSCCN (2-(2methylaminomethyl-4-thiazolylmethylthio)ethylamine), C(Cl)(Cl)Cl (chloroform). Solvent: O (water). Yields the product CN(C)CC=1SC=C(N1)CSCCN (2-(2-Dimethylaminomethyl-4-thiazolylmethylthio)ethylamine). Reaction SMILES: [CH3:1][NH:2][CH2:3][C:4]1[S:5][CH:6]=[C:7]([CH2:9][S:10][CH2:11][CH2:12][NH2:13])[N:8]=1.[CH:14](Cl)(Cl)Cl>O>[CH3:1][N:2]([CH2:3][C:4]1[S:5][CH:6]=[C:7]([CH2:9][S:10][CH2:11][CH2:12][NH2:13])[N:8]=1)[CH3:14]. Reported procedure: Following the above procedure, 10.1 millimoles of 2-(methylaminomethyl)-4-thiazolemethanol dihydrochloride, 1.15 g. of cysteamine hydrochloride and 15 ml. of 48% aqueous hydrobromic acid were stirred at about 100° C. for about 7.5 hours. Water and hydrobromic acid were removed on a rotary evaporator and the resulting residue comprising 2-(2-methylaminomethyl-4-thiazolylmethylthio)ethylamine trihydrobromide formed in the above reaction was dissolved in water and the water removed by evaporation. ... Starting materials: CCOCC(=O)N1C(=O)OCC1Cc1ccccc1, O=C1NC(Cc2ccccc2)CO1, CCCC[B+]CCCC, CO, CCN(C(C)C)C(C)C, CC(C)(C)OC(=O)NCc1cccc(-c2ccc(C=O)cc2)c1, ClCCl, O, OO, O=S(=O)([O-])C(F)(F)F. The product is CCOC(C(=O)N1C(=O)OCC1Cc1ccccc1)C(O)c1ccc(-c2cccc(CNC(=O)OC(C)(C)C)c2)cc1. As a reaction SMILES: [CH2:27]([c:28]1[cH:29][cH:30][cH:31][cH:32][cH:33]1)[CH:34]1[N:35]([C:40]([CH2:41][O:42][CH2:43][CH3:44])=[O:45])[C:36](=[O:39])[O:37][CH2:38]1.[CH2:46]([CH:47]1[CH2:48][O:49][C:50](=[O:51])[NH:52]1)[c:53]1[cH:54][cH:55][cH:56][cH:57][cH:58]1.[CH2:9]([B+:10][CH2:11][CH2:12][CH2:13][CH3:14])[CH2:15][CH2:16][CH3:17].[CH3:88][OH:89].[CH:18]([N:19]([CH:20]([CH3:21])[CH3:22])[CH2:23][CH3:24])([CH3:25])[CH3:26].[CH:59](=[O:60])[c:61]1[cH:62][cH:63][c:64](-[c:67]2[cH:68][c:69]([CH2:73][NH:74][C:75]([O:76][C:77]([CH3:78])([CH3:79])[CH3:80])=[O:81])[cH:70][cH:71][cH:72]2)[cH:65][cH:66]1.[Cl:84][CH2:85][Cl:86].[OH2:87].[OH:82][OH:83].[S:1]([O-:2])([C:3]([F:4])([F:5])[F:6])(=[O:7])=[O:8]>>[CH2:27]([c:28]1[cH:29][cH:30][cH:31][cH:32][cH:33]1)[CH:34]1[N:35]([C:40]([CH:41]([O:42][CH2:43][CH3:44])[CH:59]([OH:60])[c:61]2[cH:62][cH:63][c:64](-[c:67]3[cH:68][c:69]([CH2:73][NH:74][C:75]([O:76][C:77]([CH3:78])([CH3:79])[CH3:80])=[O:81])[cH:70][cH:71][cH:72]3)[cH:65][cH:66]2)=[O:45])[C:36](=[O:39])[O:37][CH2:38]1. The reactants are IC=1C=C(C=CC1)N1N(C=2C3(CCC(C2C1=O)C3(C)C)C)C (2-(3-iodo-phenyl)-1,7,8,8-tetramethyl-1,2,4,5,6,7-hexahydro-4,7-methano-indazol-3-one), COC=1C=C(C=CC1)B(O)O (3-methoxy-phenyl-boronic acid), C([O-])([O-])=O.[K+].[K+] (potassium carbonate). Reaction SMILES: I[C:2]1[CH:3]=[C:4]([N:8]2[C:16](=[O:17])[C:15]3[CH:14]4[C:18]([CH3:20])([CH3:19])[C:11]([CH3:21])([CH2:12][CH2:13]4)[C:10]=3[N:9]2[CH3:22])[CH:5]=[CH:6][CH:7]=1.[CH3:23][O:24][C:25]1[CH:26]=[C:27](B(O)O)[CH:28]=[CH:29][CH:30]=1.C(=O)([O-])[O-].[K+].[K+]>C(COC)OC.ClCCl.C1C=CC(P(C2C=CC=CC=2)[C-]2C=CC=C2)=CC=1.C1C=CC(P(C2C=CC=CC=2)[C-]2C=CC=C2)=CC=1.Cl[Pd]Cl.[Fe+2]>[CH3:23][O:24][C:25]1[CH:30]=[C:29]([C:2]2[CH:7]=[CH:6][CH:5]=[C:4]([N:8]3[C:16](=[O:17])[C:15]4[C@@H:14]5[C:18]([CH3:19])([CH3:20])[C@@:11]([CH3:21])([CH2:12][CH2:13]5)[C:10]=4[N:9]3[CH3:22])[CH:3]=2)[CH:28]=[CH:27][CH:26]=1 |f:2.3.4,7.8.9.10|. Product: COC=1C=C(C=CC1)C1=CC(=CC=C1)N1N(C=2[C@@]3(CC[C@H](C2C1=O)C3(C)C)C)C ((4S,7R)-2-(3′-methoxy-biphenyl-3-yl)-1,7,8,8-tetramethyl-1,2,4,5,6,7-hexahydro-4,7-methano-indazol-3-one). The solvent is ClCCl (dichloromethane), C(OC)COC (dimethoxyethane). The reagents and catalysts are C1=CC=C(C=C1)P([C-]2C=CC=C2)C3=CC=CC=C3.C1=CC=C(C=C1)P([C-]2C=CC=C2)C3=CC=CC=C3.Cl[Pd]Cl.[Fe+2] ([1,1′-bis(diphenylphosphino)ferrocene]dichloropalladium(II)). Procedure details: A mixture of 2-(3-iodo-phenyl)-1,7,8,8-tetramethyl-1,2,4,5,6,7-hexahydro-4,7-methano-indazol-3-one (Example 23; 80 mg, 0.2 mmol), 3-methoxy-phenyl-boronic acid (46 mg, 0.29 mmol), potassium carbonate (66 mg, 0.47 mmol) and [1,1′-bis(diphenylphosphino)ferrocene]dichloropalladium(II) (10 mg, 0.014 mmol) in dimethoxyethane (4 mL) was sealed under argon and heated at 80 degrees overnight and then at 90 degrees over the weekend. The reaction mixture was diluted with dichloromethane, filtered through ...